Dataset: the Open Reaction Database (ORD), a public repository of structured organic reaction records. Task: describe an organic reaction: reactants, conditions, products, and yield Reagents/catalysts: CC([O-])C.[Ti+4].CC([O-])C.CC([O-])C.CC([O-])C (titanium(IV) isopropoxide). Procedure details: A mixture of Example 9E (200 mg, 0.5 mmol), ethyl 3-(piperidin-4-yl)benzoate (125 mg, 0.56 mmol) in dichloroethane (20 mL) was added titanium(IV) isopropoxide (0.6 ml, 2.03 mmol) at room temperature. The mixture was stirred at room temperature for 12 hours. Sodium borohydride (96.7 mg, 2.54 mmol) and methanol (1 mL) were added to the reaction mixture and stirred for another 2 hours. LC-MS indicated that the reaction was complete. Aqueous Sodium bicarbonate (20 mL) was added to the reaction mixtu... Reactants: C(C1=CC=CC=C1)(=O)OC(C)C (isopropyl benzoate), [BH4-].[Na+] (Sodium borohydride), FC(C1=CC(=NC=C1)N1[C@@H]2CN([C@H](C1)C2)C(=O)[C@@]21CC(C[C@H]1CCC2)=O)(F)F ((3aR,6aR)-3a-((1S,4S)-5-(4-(trifluoromethyl)pyridin-2-yl)-2,5-diazabicyclo[2.2.1]heptane-2-carbonyl)hexahydropentalen-2(1H)-one), N1CCC(CC1)C=1C=C(C(=O)OCC)C=CC1 (ethyl 3-(piperidin-4-yl)benzoate), C([O-])(O)=O.[Na+] (Sodium bicarbonate). The solvent is CO (methanol), ClC(C)Cl (dichloroethane). RXN SMILES: [F:1][C:2]([F:28])([F:27])[C:3]1[CH:8]=[CH:7][N:6]=[C:5]([N:9]2[CH2:14][C@@H:13]3[CH2:15][C@H:10]2[CH2:11][N:12]3[C:16]([C@@:18]23[CH2:25][CH2:24][CH2:23][C@@H:22]2[CH2:21][C:20](=O)[CH2:19]3)=[O:17])[CH:4]=1.[NH:29]1[CH2:34][CH2:33][CH:32]([C:35]2[CH:36]=[C:37]([CH:43]=[CH:44][CH:45]=2)[C:38]([O:40][CH2:41][CH3:42])=[O:39])[CH2:31][CH2:30]1.[BH4-].[Na+].C(=O)(O)[O-].[Na+].C(OC(C)C)(=O)C1C=CC=CC=1>ClC(Cl)C.CC(C)[O-].[Ti+4].CC(C)[O-].CC(C)[O-].CC(C)[O-].CO>[F:28][C:2]([F:27])([F:1])[C:3]1[CH:8]=[CH:7][N:6]=[C:5]([N:9]2[CH2:14][C@@H:13]3[CH2:15][C@H:10]2[CH2:11][N:12]3[C:16]([C@@:18]23[CH2:25][CH2:24][CH2:23][C@@H:22]2[CH2:21][C@H:20]([N:29]2[CH2:34][CH2:33][CH:32]([C:35]4[CH:36]=[C:37]([CH:43]=[CH:44][CH:45]=4)[C:38]([O:40][CH2:41][CH3:42])=[O:39])[CH2:31][CH2:30]2)[CH2:19]3)=[O:17])[CH:4]=1 |f:2.3,4.5,8.9.10.11.12|. Reaction conditions: time 12 hour. Product: FC(C1=CC(=NC=C1)N1[C@@H]2CN([C@H](C1)C2)C(=O)[C@@]21C[C@H](C[C@H]1CCC2)N2CCC(CC2)C=2C=C(C(=O)OCC)C=CC2)(F)F (ethyl 3-(1-((2S,3aR,6aR)-3a-((S,4S)-5-(4-(trifluoromethyl)pyridin-2-yl)-2,5-diazabicyclo[2.2.1]heptane-2-carbonyl)octahydropentalen-2-yl)piperidin-4-yl)benzoate). Starting materials: (6E,10E)-Geranyllinalool, CC(C)C1=CC[C@H]2C(=C1)CC[C@@H]3[C@@]2(CCC[C@@]3(C)C(=O)O)C (levopimaric acid), O=C[C@H](O)[C@@H](O)[C@H](O)[C@H](O)CO (D-glucose), N[C@@H](CCC(N)=O)C(=O)O (L-glutamine), O(P([O-])(=O)OP(=O)([O-])[O-])C\C=C(/C)\CC\C=C(\CC\C=C(/C)\CCC=C(C)C)/C (geranylgeranyl diphosphate), [Cr](=O)(=O)(Cl)Cl.[NH+]1=CC=CC=C1 (pyridinium dichlorochromate). The product is CC(C)C1=CC[C@H]2C(=C1)CC[C@@H]3[C@@]2(CCC[C@@]3(C)CO)C (Levopimarol). Reaction SMILES: O=C[C@@H]([C@H]([C@@H]([C@@H](CO)O)O)O)O.N[C@H](C(O)=O)CCC(=O)N.O(C/C=C(/CC/C=C(\C)/CC/C=C(/CCC=C(C)C)\C)\C)P(OP([O-])([O-])=O)(=O)[O-].[CH3:52][CH:53]([C:55]1[CH:60]=[C:59]2[CH2:61][CH2:62][C@H:63]3[C@@:68]([C:70](O)=[O:71])([CH3:69])[CH2:67][CH2:66][CH2:65][C@:64]3([CH3:73])[C@H:58]2[CH2:57][CH:56]=1)[CH3:54].[Cr](Cl)(Cl)(=O)=O.[NH+]1C=CC=CC=1>>[CH3:54][CH:53]([C:55]1[CH:60]=[C:59]2[CH2:61][CH2:62][C@H:63]3[C@@:68]([CH2:70][OH:71])([CH3:69])[CH2:67][CH2:66][CH2:65][C@:64]3([CH3:73])[C@H:58]2[CH2:57][CH:56]=1)[CH3:52] |f:4.5|. Procedure: Ginkgo biloba “white nut” seeds were purchased from Dynasty Supermarket (Houston, Tex.). The seeds were stored at 4° C. for several days before sowing. Embryos were cultivated under aseptic conditions in an agar medium supplemented with D-glucose, L-glutamine, and Heller's salts at room temperature in the dark for four to six weeks (Schwarz, 1994). Synthesis of geranylgeranyl was performed as indicated in Ruan (1999) and Coates et al. (1978). Synthesis of geranylgeranyl diphosphate was performed... The reactants are ice, FC1=CC=C2C=CNC2=C1 (6-fluoroindole), CN1C2CCC1CC(=O)C2 (tropinone), P(O)(O)(O)=O (phosphor-ic acid), [OH-].[Na+] (NaOH). The solvent is C(C)(=O)O (acetic acid). Reaction conditions: temperature 62.5 celsius. Yields the product FC1=CC=C2C(=CNC2=C1)C1=CC2CCC(C1)N2C (3-(6-fluoroindol-3-yl)-8-methyl-8-azabicyclo[3.2.1]oct-2-ene). Isolated yield 9.4%. Reaction SMILES: [F:1][C:2]1[CH:10]=[C:9]2[C:5]([CH:6]=[CH:7][NH:8]2)=[CH:4][CH:3]=1.[CH3:11][N:12]1[CH:16]2[CH2:17][C:18]([CH2:20][CH:13]1[CH2:14][CH2:15]2)=O.P(=O)(O)(O)O.[OH-].[Na+]>C(O)(=O)C>[F:1][C:2]1[CH:10]=[C:9]2[C:5]([C:6]([C:18]3[CH2:17][CH:16]4[N:12]([CH3:11])[CH:13]([CH2:14][CH2:15]4)[CH:20]=3)=[CH:7][NH:8]2)=[CH:4][CH:3]=1 |f:3.4|. Procedure details: A solution of 2.0 gm (14.8 mMol) 6-fluoroindole in 50 mL acetic acid was heated to 55° C. and vigorously deoxygen-ated with nitrogen. To this reaction mixture were then added 4.12 gm (29.6 mMol) tropinone and 12.3 mL 2N phosphor-ic acid. The resulting mixture was heated at 60-65° C. for 24 hours. The reaction mixture was cooled to room temperature and then poured into ice containing about 300 mL acetic acid. The pH of this mixture was then adjusted to about 8 by the addition of 50% aqueous NaOH.... Starting materials: BrB(Br)Br, CCOC(=O)C1=Cc2cc(OC)cc(Cl)c2OC1C(F)(F)F, ClCCl. The product is CCOC(=O)C1=Cc2cc(O)cc(Cl)c2OC1C(F)(F)F. Reaction SMILES: [B:23]([Br:24])([Br:25])[Br:26].[Cl:1][c:2]1[cH:3][c:4]([O:21][CH3:22])[cH:5][c:6]2[c:11]1[O:10][CH:9]([C:12]([F:13])([F:14])[F:15])[C:8]([C:16](=[O:17])[O:18][CH2:19][CH3:20])=[CH:7]2.[Cl:27][CH2:28][Cl:29]>>[Cl:1][c:2]1[cH:3][c:4]([OH:21])[cH:5][c:6]2[c:11]1[O:10][CH:9]([C:12]([F:13])([F:14])[F:15])[C:8]([C:16](=[O:17])[O:18][CH2:19][CH3:20])=[CH:7]2. As a reaction SMILES: C(N(CC)C(S[CH:7]([CH3:17])[C:8]([NH:10][C:11]([CH3:16])([CH3:15])[C:12]([OH:14])=[O:13])=[O:9])=S)C.[CH3:20][C:21]1([CH3:30])[N:26]([O])[C:25]([CH3:29])([CH3:28])[CH2:24][CH2:23][CH2:22]1.C(OCC)(=[O:33])C>>[CH3:16][C:11]([NH:10][C:8](=[O:9])[CH:7]([O:33][N:26]1[C:21]([CH3:30])([CH3:20])[CH2:22][CH2:23][CH2:24][C:25]1([CH3:29])[CH3:28])[CH3:17])([CH3:15])[C:12]([OH:14])=[O:13] |^1:23|. Procedure: A mixture of 2-(2-diethylthiocarbamoylsulfanylpropionylamino)-2-methylpropionic acid (4.00 g; 0.0132 mol), TEMPO (2.04 g; 0.0132 mol) and ethyl acetate (35 ml) in a glass jar was purged with nitrogen gas for 20 minutes. The jar was then sealed and the mixture was irradiated with a 350 mn ultraviolet lamp (Sylvania 350 Blacklight F15T8/350BL available from Osram Sylvania, Danvers, Mass.) for 65 hours. The mixture was then concentrated under vacuum and diluted with diethyl ether (50 ml). The solid... The product is CC(C(=O)O)(C)NC(C(C)ON1C(CCCC1(C)C)(C)C)=O (2-methyl-2-[2-(2,2,6,6-tetramethylpiperidin-1-yloxy)-propionylamino]-propionic acid). The yield is 42.0%. Reactants: C(C)N(C(=S)SC(C(=O)NC(C(=O)O)(C)C)C)CC (2-(2-diethylthiocarbamoylsulfanylpropionylamino)-2-methylpropionic acid), CC1(CCCC(N1[O])(C)C)C (TEMPO), C(C)(=O)OCC (ethyl acetate).